This data is from the Open Reaction Database (ORD), a public repository of structured organic reaction records. The task is: describe an organic reaction: reactants, conditions, products, and yield Reactants: ClC(=O)OC (Methyl chloroformate), C(C)#N (acetonitrile), FC(C=1C(=NC=CC1)S(=O)(=O)N)(F)F (3-trifluoromethylpyridine-2-sulfonamide). Solvent: C(C)N(CC)CC (triethylamine). Reaction conditions: time 3 hour. The product is FC(C=1C(=NC=CC1)S(=O)(=O)NC(OC)=O)(F)F (methyl N-(3-trifluoromethylpyridine-2-sulfonyl)carbamate). Isolated yield 44.2%. RXN SMILES: Cl[C:2]([O:4][CH3:5])=[O:3].C(#N)C.[F:9][C:10]([F:22])([F:21])[C:11]1[C:12]([S:17]([NH2:20])(=[O:19])=[O:18])=[N:13][CH:14]=[CH:15][CH:16]=1>C(N(CC)CC)C>[F:21][C:10]([F:9])([F:22])[C:11]1[C:12]([S:17]([NH:20][C:2](=[O:3])[O:4][CH3:5])(=[O:19])=[O:18])=[N:13][CH:14]=[CH:15][CH:16]=1. Procedure details: Methyl chloroformate (3.31 g, 35 mmol) was added under cooling with ice to a dry acetonitrile (150 ml) solution containing 3-trifluoromethylpyridine-2-sulfonamide (7.91 g, 35 mmol) and triethylamine (16 ml), and the mixture was continuously stirred at room temperature for 3 hours. Then, the solvent was distilled off under reduced pressure, and the residue was dissolved in 300 ml of water. A small amount of insoluble substances were removed by filtration, and the filtrate was adjusted to pH of 1 ... The reactants are ClC1=NC=2C=C(C(=CC2C=2N1C=NN2)OC)OC (5-chloro-8,9-Dimethoxy-1,2,4-triazolo-[4,3-c]quinazoline), C(C)(=O)O (acetic acid). Product: COC=1C(=CC2=C3N(C(N=C2C1)=O)NC=N3)OC (8,9-Dimethoxy-1,2,4-triazolo-[1,5-c]quinazoline-5-one). Reaction SMILES: Cl[C:2]1[N:11]2[CH:12]=[N:13][N:14]=[C:10]2[C:9]2[CH:8]=[C:7]([O:15][CH3:16])[C:6]([O:17][CH3:18])=[CH:5][C:4]=2[N:3]=1.C(O)(=[O:21])C>>[CH3:18][O:17][C:6]1[C:7]([O:15][CH3:16])=[CH:8][C:9]2[C:4]([CH:5]=1)=[N:3][C:2](=[O:21])[N:14]1[NH:13][CH:12]=[N:11][C:10]=21. Procedure details: 500 mg of 5-chloro-8,9-Dimethoxy-1,2,4-triazolo-[4,3-c]quinazoline is refluxed with 50 ml glacial acetic acid for 1 hour. The mixture is then evaporated in vacuo to dryness. The residue is treated with water/methylene chloride/diethyl ether and the solid material which is, 8,9-Dimethoxy-1,2,4-triazolo-[1,5-c]quinazoline-5-one is filtered off, washed well with water, then diethyl ether and dried, m.p. 320°-325° C. Starting materials: COC=1C=C(C=NC1)NC=C1C(OC(OC1=O)(C)C)=O (5-[(5-Methoxy-pyridin-3-ylamino)-methylene]-2,2-dimethyl-[1,3]dioxane-4,6-dione), C1(=CC=CC=C1)OC1=CC=CC=C1 (diphenyl ether), crude product. Solvent: CCCCCC (hexane), CCCCCC (hexane). Conditions: temperature 245 celsius. The product is CON1C=CC(C2=NC=CC=C12)=O (Methoxy-1H-[1,5]naphthyridin-4-one). RXN SMILES: CO[C:3]1[CH:4]=[C:5]([NH:9][CH:10]=[C:11]2[C:16](=[O:17])OC(C)(C)OC2=O)[CH:6]=[N:7][CH:8]=1.[C:21]1([O:27]C2C=CC=CC=2)C=CC=CC=1>CCCCCC>[CH3:21][O:27][N:9]1[C:5]2[C:6](=[N:7][CH:8]=[CH:3][CH:4]=2)[C:16](=[O:17])[CH:11]=[CH:10]1. Reported procedure: A two-necked round bottomed flask equipped with an air condenser was charged with 5-[(5-Methoxy-pyridin-3-ylamino)-methylene]-2,2-dimethyl-[1,3]dioxane-4,6-dione (18 g) and diphenyl ether (180 mL). The reaction mixture was heated at 240-250° C. for 5 min under N2 atmosphere after which it was cooled to RT, diluted with hexane and filtered to obtain a dark solid. The crude product was refluxed in hexane for 30 min and filtered to obtain product as a brown solid.